describe an organic reaction: reactants, conditions, products, and yield From a dataset of the Open Reaction Database (ORD), a public repository of structured organic reaction records. Starting materials: CN, [Cl-], [Cl-], [Cl-], [Cl-], O=C1CCC(c2ccc(Cl)c(Cl)c2)c2ccccc21, O=C(c1ccccc1)c1ccc(Cl)c(Cl)c1, [Ti+4]. Product: CN=C1CCC(c2ccc(Cl)c(Cl)c2)c2ccccc21. As a reaction SMILES: [CH3:36][NH2:37].[Cl-:38].[Cl-:39].[Cl-:40].[Cl-:41].[Cl:17][c:18]1[cH:19][c:20]([CH:25]2[CH2:26][CH2:27][C:28](=[O:35])[c:29]3[cH:30][cH:31][cH:32][cH:33][c:34]32)[cH:21][cH:22][c:23]1[Cl:24].[Cl:1][c:2]1[cH:3][c:4]([C:9]([c:10]2[cH:11][cH:12][cH:13][cH:14][cH:15]2)=[O:16])[cH:5][cH:6][c:7]1[Cl:8].[Ti+4:42]>>[Cl:17][c:18]1[cH:19][c:20]([CH:25]2[CH2:26][CH2:27][C:28](=[N:37][CH3:36])[c:29]3[cH:30][cH:31][cH:32][cH:33][c:34]32)[cH:21][cH:22][c:23]1[Cl:24].